From a dataset of the Open Reaction Database (ORD), a public repository of structured organic reaction records. describe an organic reaction: reactants, conditions, products, and yield The reactants are CCOCC, [Li]CCCC, CC(C)(C)OC(=O)N1CCN(c2ncc(C=O)n3cnnc23)CC1, ClCCl, c1ccsc1. The product is CC(C)(C)OC(=O)N1CCN(c2ncc(C(O)c3cccs3)n3cnnc23)CC1. As a reaction SMILES: [CH2:6]([O:7][CH2:8][CH3:9])[CH3:10].[CH3:11][CH2:12][CH2:13][CH2:14][Li:15].[CH:16](=[O:17])[c:18]1[cH:19][n:20][c:21]([N:27]2[CH2:28][CH2:29][N:30]([C:33](=[O:34])[O:35][C:36]([CH3:37])([CH3:38])[CH3:39])[CH2:31][CH2:32]2)[c:22]2[n:23]1[cH:24][n:25][n:26]2.[Cl:40][CH2:41][Cl:42].[cH:1]1[cH:2][cH:3][s:4][cH:5]1>>[cH:1]1[cH:2][c:3]([CH:16]([OH:17])[c:18]2[cH:19][n:20][c:21]([N:27]3[CH2:28][CH2:29][N:30]([C:33](=[O:34])[O:35][C:36]([CH3:37])([CH3:38])[CH3:39])[CH2:31][CH2:32]3)[c:22]3[n:23]2[cH:24][n:25][n:26]3)[s:4][cH:5]1. The reactants are ClC1=C(C=CC(=C1)OC)F (2-Chloro-1-fluoro-4-methoxy-benzene), C(#N)[Cu] (CuCN), CN1C(CCC1)=O (N-methylpyrrolidinone), C(#N)[Cu] (CuCN), ice water. The solvent is C(Cl)Cl (methylene chloride). Reaction conditions: time 10 minute. The product is FC1=C(C#N)C=C(C=C1)OC (2-Fluoro-5-methoxy-benzonitrile). Reaction SMILES: Cl[C:2]1[CH:7]=[C:6]([O:8][CH3:9])[CH:5]=[CH:4][C:3]=1[F:10].[C:11]([Cu])#[N:12].CN1CCCC1=O>C(Cl)Cl>[F:10][C:3]1[CH:4]=[CH:5][C:6]([O:8][CH3:9])=[CH:7][C:2]=1[C:11]#[N:12]. Reported procedure: A solution of 2-Chloro-1-fluoro-4-methoxy-benzene (10.4 grams, 65.0 mmole), CuCN (6.4 grams, 71.0 mmole) and N-methylpyrrolidinone (100 ml) was refluxed for 18 hours. An additional 2.3 g CuCN was added, and the mixture was refluxed for 40 hours. The mixture was poured into 300 ml ice water and stirred for 10 minutes. This was poured into 100 ml methylene chloride and the layers were separated. The mixture was washed with water, dried over MgSO4, filtered, and concentrated to a solid (2.8 g). MW ... Starting materials: CCO, [Na+], [OH-], CC(C)OC(=O)C(C)(C)c1cn2nc(NCCN3CCC(OC(c4ccccc4)c4ccccc4)CC3)ccc2n1. Product: CC(C)(C(=O)O)c1cn2nc(NCCN3CCC(OC(c4ccccc4)c4ccccc4)CC3)ccc2n1. As a reaction SMILES: [CH3:44][CH2:45][OH:46].[Na+:43].[OH-:42].[c:1]1([CH:7]([O:8][CH:9]2[CH2:10][CH2:11][N:12]([CH2:15][CH2:16][NH:17][c:18]3[cH:19][cH:20][c:21]4[n:22]([n:23]3)[cH:24][c:25]([C:27]([C:28](=[O:29])[O:30][CH:31]([CH3:32])[CH3:33])([CH3:34])[CH3:35])[n:26]4)[CH2:13][CH2:14]2)[c:36]2[cH:37][cH:38][cH:39][cH:40][cH:41]2)[cH:2][cH:3][cH:4][cH:5][cH:6]1>>[c:1]1([CH:7]([O:8][CH:9]2[CH2:10][CH2:11][N:12]([CH2:15][CH2:16][NH:17][c:18]3[cH:19][cH:20][c:21]4[n:22]([n:23]3)[cH:24][c:25]([C:27]([C:28](=[O:29])[OH:30])([CH3:34])[CH3:35])[n:26]4)[CH2:13][CH2:14]2)[c:36]2[cH:37][cH:38][cH:39][cH:40][cH:41]2)[cH:2][cH:3][cH:4][cH:5][cH:6]1. Reactants: C1(=CC=CC=C1)P(=CC(C)=O)(C1=CC=CC=C1)C1=CC=CC=C1 (1-triphenylphosphoranylidene-2-propanone), FCCOC1=C(C=O)C=CC=C1OCCF (2,3-di(2-fluoroethoxy)benzaldehyde). Yields the product CC(=O)C=CC=1C(=C(C=CC1)OCCF)OCCF (3-(methylcarbonylethenyl)-1,2-di(2-fluoroethoxy)benzene). Procedure details: To a stirred, cold (0° C.) solution of 5.2 grams (0.016 mole) 1-triphenylphosphoranylidene-2-propanone in 50 ml of dry tetrahydrofuran was added dropwise a solution of 3.4 grams (0.015 mole) of 2,3-di(2-fluoroethoxy)benzaldehyde in 25 ml of dry tetrahydrofuran. After complete addition the reaction mixture was allowed to warm to room temperature and was then heated at reflux for three hours. The mixture was cooled to room temperature and stirred for approximately 18 hours. The solvent was removed... Run in O1CCCC1 (tetrahydrofuran), O1CCCC1 (tetrahydrofuran). Yield: 56.7%. Reaction conditions: time 18 hour. RXN SMILES: C1(P(C2C=CC=CC=2)(C2C=CC=CC=2)=[CH:8][C:9](=[O:11])[CH3:10])C=CC=CC=1.[F:24][CH2:25][CH2:26][O:27][C:28]1[C:35]([O:36][CH2:37][CH2:38][F:39])=[CH:34][CH:33]=[CH:32][C:29]=1[CH:30]=O>O1CCCC1>[CH3:8][C:9]([CH:10]=[CH:30][C:29]1[C:28]([O:27][CH2:26][CH2:25][F:24])=[C:35]([O:36][CH2:37][CH2:38][F:39])[CH:34]=[CH:33][CH:32]=1)=[O:11]. Starting materials: [H][H] (Hydrogen), Cl.[N+](=O)([O-])C1=CC=C2CCN3C(C2=C1)CCC3 (9-nitro-1,2,3,5,6,10b-hexahydropyrrolo[2,1-a]isoquinoline hydrochloride), Cl (hydrochloric acid). The reagents and catalysts are [Pd] (palladium on carbon). Solvent: CO (methanol). Yields the product NC1=CC=C2CCN3C(C2=C1)CCC3 (9-Amino-1,2,3,5,6,10b-hexahydropyrrolo[2,1-a]isoquinoline). Yield: 104.9%. As a reaction SMILES: Cl.[N+:2]([C:5]1[CH:14]=[C:13]2[C:8]([CH2:9][CH2:10][N:11]3[CH2:17][CH2:16][CH2:15][CH:12]32)=[CH:7][CH:6]=1)([O-])=O.Cl.[H][H]>CO.[Pd]>[NH2:2][C:5]1[CH:14]=[C:13]2[C:8]([CH2:9][CH2:10][N:11]3[CH2:17][CH2:16][CH2:15][CH:12]32)=[CH:7][CH:6]=1 |f:0.1|. Reported procedure: To 9-nitro-1,2,3,5,6,10b-hexahydropyrrolo[2,1-a]isoquinoline hydrochloride (Example 31(b), 2.0 g) in methanol (100 ml) was added concentrated hydrochloric acid (0.67 ml) and 5% palladium on carbon (200 mg). The mixture was hydrogenated at 50 psi on a Parr Hydrogenator. Hydrogen uptake was complete in 1.0 h. The catalyst was filtered off and the solvent removed under reduced pressure. The residue was dissolved in water, the solution basified with 2.5M sodium hydroxide and the product extracted in... The reactants are ClC1=C(C=C(OC2=C(C=CC=C2)CC(C(F)(F)F)(O)NCC2=CC(=CC=C2)OC(C(F)F)(F)F)C=C1)CC ([-(4-chloro-3-ethylphenoxy)phenyl]-[[3-(1,1,2,2-tetrafluoroethoxy)phenyl]methyl]amino-1,1,1-trifluoro-2-propanol), BrC=1C=C(C=CC1)N(CC1=CC(=CC=C1)OC(C(F)F)(F)F)CC(C(F)(F)F)O[Si](C)(C)C(C)(C)C (N-(3-bromophenyl)-N-[2-[[(1,1-dimethylethyl)dimethylsilyl]oxy]-3,3,3-trifluoropropyl]-3-(1,1,2,2-tetrafluoroethoxy)benzenemethanamine), C([O-])([O-])=O.[Cs+].[Cs+] (cesium carbonate), ClC1=C(C=C(C=C1)O)CC (4-chloro-3-ethylphenol), C1(=CC=CC2=CC=CC=C12)C(=O)O (1-naphthoic acid). Solvent: CC(=O)N(C)C (dimethylacetamide), C1(=CC=CC=C1)C (toluene). The product is ClC1=C(C=C(OC=2C=C(C=CC2)N(CC(C(F)(F)F)O)CC2=CC(=CC=C2)OC(C(F)F)(F)F)C=C1)CC (3-[[3-(4-Chloro-3-ethylphenoxy)phenyl]-[[3-(1,1,2,2-tetrafluoroethoxy)phenyl]methyl]amino]-1,1,1-trifluoro-2-propanol). RXN SMILES: Br[C:2]1[CH:3]=[C:4]([N:8]([CH2:23][CH:24]([O:29][Si](C(C)(C)C)(C)C)[C:25]([F:28])([F:27])[F:26])[CH2:9][C:10]2[CH:15]=[CH:14][CH:13]=[C:12]([O:16][C:17]([F:22])([F:21])[CH:18]([F:20])[F:19])[CH:11]=2)[CH:5]=[CH:6][CH:7]=1.C(=O)([O-])[O-].[Cs+].[Cs+].[Cl:43][C:44]1[CH:49]=[CH:48][C:47]([OH:50])=[CH:46][C:45]=1[CH2:51][CH3:52].C1(C(O)=O)C2C(=CC=CC=2)C=CC=1.ClC1C=CC(OC2C=CC=CC=2CC(NCC2C=CC=C(OC(F)(F)C(F)F)C=2)(O)C(F)(F)F)=CC=1CC>CC(N(C)C)=O.C1(C)C=CC=CC=1>[Cl:43][C:44]1[CH:49]=[CH:48][C:47]([O:50][C:2]2[CH:3]=[C:4]([N:8]([CH2:9][C:10]3[CH:15]=[CH:14][CH:13]=[C:12]([O:16][C:17]([F:22])([F:21])[CH:18]([F:19])[F:20])[CH:11]=3)[CH2:23][CH:24]([OH:29])[C:25]([F:27])([F:26])[F:28])[CH:5]=[CH:6][CH:7]=2)=[CH:46][C:45]=1[CH2:51][CH3:52] |f:1.2.3|. Procedure: A solution of N-(3-bromophenyl)-N-[2-[[(1,1-dimethylethyl)dimethylsilyl]oxy]-3,3,3-trifluoropropyl]-3-(1,1,2,2-tetrafluoroethoxy)benzenemethanamine (75 mg, 0.124 mmol), cesium carbonate (81 mg, 0.248 mmol), 4-chloro-3-ethylphenol (44 mg, 0.358 mmol), copper triflate benzene complex (6.24 mg, 10 mol %), 1-naphthoic acid (43 mg, 0.248 mmol) in 2:1 toluene:dimethylacetamide (3.0 mL) was heated at 105° C. for 96 hours. The reaction mixture was filtered through celite, and the solvent was evaporated.... Reactants: COCCOC, CCn1ccc(C2(c3cccc(Br)c3)N=C(N)N(C)C2=O)c1, [Na+], [Na+], O=C([O-])[O-], O, c1ccc(P(c2ccccc2)(c2ccccc2)[Pd](P(c2ccccc2)(c2ccccc2)c2ccccc2)(P(c2ccccc2)(c2ccccc2)c2ccccc2)P(c2ccccc2)(c2ccccc2)c2ccccc2)cc1, OB(O)c1cncnc1. The product is CCn1ccc(C2(c3cccc(-c4cncnc4)c3)N=C(N)N(C)C2=O)c1. Reaction SMILES: [CH3:38][O:39][CH2:40][CH2:41][O:42][CH3:43].[NH2:1][C:2]1=[N:3][C:4]([c:9]2[cH:10][n:11]([CH2:14][CH3:15])[cH:12][cH:13]2)([c:16]2[cH:17][c:18]([Br:22])[cH:19][cH:20][cH:21]2)[C:5](=[O:8])[N:6]1[CH3:7].[Na+:32].[Na+:33].[O-:34][C:35](=[O:36])[O-:37].[OH2:44].[cH:45]1[cH:46][cH:47][c:48]([P:49]([Pd:50]([P:51]([c:52]2[cH:53][cH:54][cH:55][cH:56][cH:57]2)([c:58]2[cH:59][cH:60][cH:61][cH:62][cH:63]2)[c:64]2[cH:65][cH:66][cH:67][cH:68][cH:69]2)([P:70]([c:71]2[cH:72][cH:73][cH:74][cH:75][cH:76]2)([c:77]2[cH:78][cH:79][cH:80][cH:81][cH:82]2)[c:83]2[cH:84][cH:85][cH:86][cH:87][cH:88]2)[P:89]([c:90]2[cH:91][cH:92][cH:93][cH:94][cH:95]2)([c:96]2[cH:97][cH:98][cH:99][cH:100][cH:101]2)[c:102]2[cH:103][cH:104][cH:105][cH:106][cH:107]2)([c:108]2[cH:109][cH:110][cH:111][cH:112][cH:113]2)[c:114]2[cH:115][cH:116][cH:117][cH:118][cH:119]2)[cH:120][cH:121]1.[n:23]1[cH:24][n:25][cH:26][c:27]([B:29]([OH:30])[OH:31])[cH:28]1>>[NH2:1][C:2]1=[N:3][C:4]([c:9]2[cH:10][n:11]([CH2:14][CH3:15])[cH:12][cH:13]2)([c:16]2[cH:17][c:18](-[c:27]3[cH:26][n:25][cH:24][n:23][cH:28]3)[cH:19][cH:20][cH:21]2)[C:5](=[O:8])[N:6]1[CH3:7].